This data is from the Open Reaction Database (ORD), a public repository of structured organic reaction records. The task is: describe an organic reaction: reactants, conditions, products, and yield Reactants: N1C=2N(CC1)N=CC2 (2,3-dihydro-1H-pyrazolo[1,5-a]imidazole), [N+](=O)(O)[O-] (HNO3), ice water. Solvent: OS(=O)(=O)O (H2SO4). Run at time 18 hour. The product is [N+](=O)([O-])C=1C=NN2C1NCC2 (7-nitro-2,3-dihydro-1H-pyrazolo[1,5-a]imidazole). The yield is 34.0%. As a reaction SMILES: [NH:1]1[CH2:5][CH2:4][N:3]2[N:6]=[CH:7][CH:8]=[C:2]12.[N+:9]([O-])([OH:11])=[O:10]>OS(O)(=O)=O>[N+:9]([C:8]1[CH:7]=[N:6][N:3]2[CH2:4][CH2:5][NH:1][C:2]=12)([O-:11])=[O:10]. Procedure details: To a solution of 2,3-dihydro-1H-pyrazolo[1,5-a]imidazole (1 g, 9.17 mmol) in conc. H2SO4 (aq.) at 0° C. was added conc. HNO3 (aq.) portion-wise over 15 min. The reaction was warmed to room temperature and the mixture was stirred for 18 h. The mixture was poured into ice water (200 mL) with stirring. The product was extracted into DCM and the combined organics were washed with saturated aqueous NaHCO3. The organic layer was separated, passed through a phase separator cartridge and concentrated un... Reactants: CS(=O)(=O)c1nccc(-c2c(-c3ccc(F)c(Cl)c3)nn3cc(C(F)(F)F)ccc23)n1, NCCN1CCCC1, O. The product is Fc1ccc(-c2nn3cc(C(F)(F)F)ccc3c2-c2ccnc(NCCN3CCCC3)n2)cc1Cl. As a reaction SMILES: [CH3:9][S:10](=[O:11])(=[O:12])[c:13]1[n:14][cH:15][cH:16][c:17](-[c:19]2[c:20](-[c:32]3[cH:33][c:34]([Cl:39])[c:35]([F:38])[cH:36][cH:37]3)[n:21][n:22]3[c:23]2[cH:24][cH:25][c:26]([C:28]([F:29])([F:30])[F:31])[cH:27]3)[n:18]1.[N:1]1([CH2:6][CH2:7][NH2:8])[CH2:2][CH2:3][CH2:4][CH2:5]1.[OH2:40]>>[N:1]1([CH2:6][CH2:7][NH:8][c:13]2[n:14][cH:15][cH:16][c:17](-[c:19]3[c:20](-[c:32]4[cH:33][c:34]([Cl:39])[c:35]([F:38])[cH:36][cH:37]4)[n:21][n:22]4[c:23]3[cH:24][cH:25][c:26]([C:28]([F:29])([F:30])[F:31])[cH:27]4)[n:18]2)[CH2:2][CH2:3][CH2:4][CH2:5]1. The reactants are N1(CCOCC1)C(=O)C1=CC(=C(C(=O)OCC2=CC=CC=C2)C=C1C(F)(F)F)OCC1=CC=CC=C1 (phenylmethyl 4-(4-morpholinylcarbonyl)-2-[(phenylmethyl)oxy]-5-(trifluoromethyl)benzoate), [OH-].[Li+] (lithium hydroxide), C(C)(C)N(CC)C(C)C (diisopropylethylamine), N1=NC=C(C=C1)N (4-pyridazinamine), ON1N=NC2=C1N=CC=C2 (1-hydroxy-7-azabenzotriazole), C(CCl)Cl (EDC), Cl (hydrochloric acid). The solvent is O1CCCC1 (tetrahydrofuran), O (water), CN(C=O)C (N,N-dimethylformamide), O (water), C(C)(=O)OCC (Ethyl acetate). Conditions: temperature 45 celsius, time 72 hour. Product: N1(CCOCC1)C(=O)C1=CC(=C(C(=O)NC2=CN=NC=C2)C=C1C(F)(F)F)OCC1=CC=CC=C1 (4-(4-Morpholinylcarbonyl)-2-[(phenylmethyl)oxy]-N-4-pyridazinyl-5-(trifluoromethyl)benzamide). Reaction SMILES: [N:1]1([C:7]([C:9]2[C:24]([C:25]([F:28])([F:27])[F:26])=[CH:23][C:12]([C:13]([O:15]CC3C=CC=CC=3)=O)=[C:11]([O:29][CH2:30][C:31]3[CH:36]=[CH:35][CH:34]=[CH:33][CH:32]=3)[CH:10]=2)=[O:8])[CH2:6][CH2:5][O:4][CH2:3][CH2:2]1.[OH-].[Li+].Cl.C(N(C(C)C)CC)(C)C.[N:49]1[CH:54]=[CH:53][C:52]([NH2:55])=[CH:51][N:50]=1.ON1C2N=CC=CC=2N=N1.C(Cl)CCl>O1CCCC1.CN(C)C=O.O.C(OCC)(=O)C>[N:1]1([C:7]([C:9]2[C:24]([C:25]([F:26])([F:28])[F:27])=[CH:23][C:12]([C:13]([NH:55][C:52]3[CH:53]=[CH:54][N:49]=[N:50][CH:51]=3)=[O:15])=[C:11]([O:29][CH2:30][C:31]3[CH:36]=[CH:35][CH:34]=[CH:33][CH:32]=3)[CH:10]=2)=[O:8])[CH2:6][CH2:5][O:4][CH2:3][CH2:2]1 |f:1.2|. Procedure details: To a solution of phenylmethyl 4-(4-morpholinylcarbonyl)-2-[(phenylmethyl)oxy]-5-(trifluoromethyl)benzoate (may be prepared as described in Description 56; 80 mg, 0.16 mmol) in tetrahydrofuran (4 ml) was added lithium hydroxide (11.51 mg, 0.48 mmol) and water (1 ml). The mixture was heated at 45° C. for one hour, cooled and 2M hydrochloric acid (0.24 ml, 0.48 mmol) was added. The solvent was removed in vacuo to give a residue. The residue was redissolved in N,N-dimethylformamide (4 ml) and diisop... Starting materials: Br, CCOC(C)=O, O, Oc1ccccc1, O=S(=O)(c1ccccc1)N1Cc2ncsc2C1. Product: Br, c1nc2c(s1)CNC2. Reaction SMILES: [BrH:25].[CH3:26][CH2:27][O:28][C:29](=[O:30])[CH3:31].[OH2:32].[OH:18][c:19]1[cH:20][cH:21][cH:22][cH:23][cH:24]1.[c:1]1([S:2](=[O:3])(=[O:4])[N:10]2[CH2:11][c:12]3[n:13][cH:14][s:15][c:16]3[CH2:17]2)[cH:5][cH:6][cH:7][cH:8][cH:9]1>>[BrH:25].[NH:10]1[CH2:11][c:12]2[n:13][cH:14][s:15][c:16]2[CH2:17]1. The reactants are OC1=CC=C(C=C1)C(C)=O (1-(4-hydroxyphenyl)ethanone), COC(N(C)C)OC (dimethylformamide dimethyl acetal). Product: O1N=CC=C1C1=CC=C(C=C1)O (4-isoxazol-5-ylphenol). Reaction SMILES: [OH:1][C:2]1[CH:7]=[CH:6][C:5]([C:8](=[O:10])[CH3:9])=[CH:4][CH:3]=1.CO[CH:13](OC)[N:14](C)C>>[O:10]1[C:8]([C:5]2[CH:6]=[CH:7][C:2]([OH:1])=[CH:3][CH:4]=2)=[CH:9][CH:13]=[N:14]1. Procedure: 1-(4-hydroxyphenyl)ethanone (5 g, 36.7 mmol) was heated in dimethylformamide dimethyl acetal (6.56 g, 55 mmol) at 100° C. overnight. The solution turned dark red. Volatile solvent was removed under high vacuum. The crude 3-(dimethylamino)-1-(4-hydroxyphenyl)prop-2-en-1-one was dissolved in ethanol, followed by addition of hydroxylamine hydrochloride salt. The mixture was heated under reflux for 3 hours. The solvent was removed under vacuum. The residue was purified twice by column chromatography...